From a dataset of the Open Reaction Database (ORD), a public repository of structured organic reaction records. describe an organic reaction: reactants, conditions, products, and yield Starting materials: COC(=O)C=Cc1ccc2c(c1)C(=O)CC1(CCN(CCc3ccc(Cl)cc3)CC1)O2, Cl. Product: O=C(O)C=Cc1ccc2c(c1)C(=O)CC1(CCN(CCc3ccc(Cl)cc3)CC1)O2. Reaction SMILES: [CH3:1][O:2][C:3]([CH:4]=[CH:5][c:6]1[cH:7][c:8]2[c:13]([cH:14][cH:15]1)[O:12][C:11]1([CH2:10][C:9]2=[O:30])[CH2:16][CH2:17][N:18]([CH2:21][CH2:22][c:23]2[cH:24][cH:25][c:26]([Cl:29])[cH:27][cH:28]2)[CH2:19][CH2:20]1)=[O:31].[ClH:32]>>[O:2]=[C:3]([CH:4]=[CH:5][c:6]1[cH:7][c:8]2[c:13]([cH:14][cH:15]1)[O:12][C:11]1([CH2:10][C:9]2=[O:30])[CH2:16][CH2:17][N:18]([CH2:21][CH2:22][c:23]2[cH:24][cH:25][c:26]([Cl:29])[cH:27][cH:28]2)[CH2:19][CH2:20]1)[OH:31]. Starting materials: [N+](=O)([O-])[O-].[Pd+2].[N+](=O)([O-])[O-] (palladium nitrate), C(C1=CC(C(=O)[O-])=CC=C1)(=O)[O-].[Na+].[Na+] (sodium isophthalate), [N+](=O)([O-])[O-].[Ag+] (silver nitrate). Reagents/catalysts: [Ag].[Pd] (silver palladium). Run in O (water). Yields the product C(C1=CC(C(=O)[O-])=CC=C1)(=O)[O-].[Pd+2].[Ag+] (silver-palladium isophthalate), product I. As a reaction SMILES: [C:1]([O-:12])(=[O:11])[C:2]1[CH:10]=[CH:9][CH:8]=[C:4]([C:5]([O-:7])=[O:6])[CH:3]=1.[Na+].[Na+].[N+]([O-])([O-])=O.[Ag+:19].[N+]([O-])([O-])=O.[Pd+2:24].[N+]([O-])([O-])=O>[Ag].[Pd].O>[C:1]([O-:12])(=[O:11])[C:2]1[CH:10]=[CH:9][CH:8]=[C:4]([C:5]([O-:7])=[O:6])[CH:3]=1.[Pd+2:24].[Ag+:19] |f:0.1.2,3.4,5.6.7,8.9,11.12.13|. Reported procedure: A silver/palladium catalyst was prepared by the coprecipitation technique. A solution of 200 ml. (0.1 mole) of 0.5 molar sodium isophthalate was added to a stirred mixture of 100 ml. (0.2 mole) of 2 N silver nitrate and two grams (0.0087 mole) of palladium nitrate in 300 ml. of water. The precipitate was collected on a filter, washed and dried to give silver-palladium isophthalate, product I. Product I analyzed: C, 24.6%; H, 1.3%; Ag, 53.8%; Pd, 2.4%. Reported procedure: Prepared by proceeding in a similar manner to Intermediate 36, starting from methyl 3-bromo-6-(4,4-difluoropiperidine-1-ylsulphonylmethyl)-2-methoxybenzoate (Intermediate 179), as a white solid. The product is FC1(CCN(CC1)S(=O)(=O)CC1=CC=C(C(=C1C(=O)OC)OC)C1=COC=C1)F (Methyl 6-(4,4-difluoropiperidine-1-ylsulphonylmethyl)-3-(furan-3-yl)-2-methoxybenzoate). As a reaction SMILES: C1(S(CC2C(C(OCC)=O)=C(O)C([C:23]3[CH:27]=[CH:26][O:25][CH:24]=3)=CC=2)(=O)=O)C=CC=CC=1.Br[C:29]1[C:30]([O:51][CH3:52])=[C:31]([C:36]([CH2:39][S:40]([N:43]2[CH2:48][CH2:47][C:46]([F:50])([F:49])[CH2:45][CH2:44]2)(=[O:42])=[O:41])=[CH:37][CH:38]=1)[C:32]([O:34][CH3:35])=[O:33]>>[F:49][C:46]1([F:50])[CH2:47][CH2:48][N:43]([S:40]([CH2:39][C:36]2[C:31]([C:32]([O:34][CH3:35])=[O:33])=[C:30]([O:51][CH3:52])[C:29]([C:23]3[CH:27]=[CH:26][O:25][CH:24]=3)=[CH:38][CH:37]=2)(=[O:42])=[O:41])[CH2:44][CH2:45]1. Starting materials: C1(=CC=CC=C1)S(=O)(=O)CC1=CC=C(C(=C1C(=O)OCC)O)C1=COC=C1 (ethyl 6-(benzenesulphonylmethyl)-3-(furan-3-yl)-2-hydroxybenzoate), BrC=1C(=C(C(=O)OC)C(=CC1)CS(=O)(=O)N1CCC(CC1)(F)F)OC (methyl 3-bromo-6-(4,4-difluoropiperidine-1-ylsulphonylmethyl)-2-methoxybenzoate), BrC=1C(=C(C(=O)OC)C(=CC1)CS(=O)(=O)N1CCC(CC1)(F)F)OC (methyl 3-bromo-6-(4,4-difluoropiperidine-1-ylsulphonylmethyl)-2-methoxybenzoate). Starting materials: C(C)OCC (diethyl ether), OC1=C(C=CC=C1)OC(CCl)=O (chloroacetic acid 2-hydroxyphenyl ester), Cl (hydrochloric acid), [H-].[Na+] (sodium hydride). The solvent is CN(C=O)C (dimethylformamide). Reaction conditions: time 3 hour. Yields the product O1C(COC2=C1C=CC=C2)=O (3-H-benzo-1,4-dioxin-2-one). As a reaction SMILES: [OH:1][C:2]1[CH:7]=[CH:6][CH:5]=[CH:4][C:3]=1[O:8][C:9](=[O:12])[CH2:10]Cl.[H-].[Na+].Cl.C(OCC)C>CN(C)C=O>[O:8]1[C:3]2[CH:4]=[CH:5][CH:6]=[CH:7][C:2]=2[O:1][CH2:10][C:9]1=[O:12] |f:1.2|. Procedure details: 161.5 g (0.87 mole) of chloroacetic acid 2-hydroxyphenyl ester were dissolved in 300 ml of anhydrous dimethylformamide. 20.88 g (0.87 mole) of sodium hydride were added portion by portion with indirect ice refrigeration. After the ending of the addition, heating was carried out for 3 hours at 35° C. followed by hydrolysis in which the reaction mixture was distributed between 600 ml 1N hydrochloric acid and 600 ml diethyl ether. The organic phase was dried with sodium sulfate and was concentrated... Yields the product COc1ccc(CNC(CO)C(=O)O)cc1. The reactants are COc1ccc(C=O)cc1, NC(CO)C(=O)O. Reaction SMILES: [CH3:8][O:9][c:10]1[cH:11][cH:12][c:13]([CH:14]=[O:15])[cH:16][cH:17]1.[NH2:1][CH:2]([CH2:3][OH:4])[C:5]([OH:6])=[O:7]>>[NH:1]([CH:2]([CH2:3][OH:4])[C:5]([OH:6])=[O:7])[CH2:14][c:13]1[cH:12][cH:11][c:10]([O:9][CH3:8])[cH:17][cH:16]1. Starting materials: ClCCl, N#CN1CCC(C#N)(c2ccccc2Oc2ccc(Cl)cc2)CC1, Cl, O. The product is N#CC1(c2ccccc2Oc2ccc(Cl)cc2)CCNCC1. As a reaction SMILES: [CH2:27]([Cl:28])[Cl:29].[Cl:1][c:2]1[cH:3][cH:4][c:5]([O:6][c:7]2[c:8]([C:13]3([C:21]#[N:22])[CH2:14][CH2:15][N:16]([C:19]#[N:20])[CH2:17][CH2:18]3)[cH:9][cH:10][cH:11][cH:12]2)[cH:23][cH:24]1.[ClH:25].[OH2:26]>>[Cl:1][c:2]1[cH:3][cH:4][c:5]([O:6][c:7]2[c:8]([C:13]3([C:21]#[N:22])[CH2:14][CH2:15][NH:16][CH2:17][CH2:18]3)[cH:9][cH:10][cH:11][cH:12]2)[cH:23][cH:24]1. Starting materials: Cl.S1C(=NC=C1)NNC1=C(C=NC2=CC=CC=C12)C(=O)OCC (ethyl 4-(2-thiazolylhydrazino)-quinoline-3-carboxylate hydrochloride). The solvent is C(CCC)O (n-butanol). Product: S1C(=NC=C1)N1N=C2C(=CNC=3C=CC=CC23)C1=O (2-(2-thiazolyl)-pyrazolo[4,3-c]quinolin-3(5H)-one). As a reaction SMILES: Cl.[S:2]1[CH:6]=[CH:5][N:4]=[C:3]1[NH:7][NH:8][C:9]1[C:18]2[C:13](=[CH:14][CH:15]=[CH:16][CH:17]=2)[N:12]=[CH:11][C:10]=1[C:19]([O:21]CC)=O>C(O)CCC>[S:2]1[CH:6]=[CH:5][N:4]=[C:3]1[N:7]1[C:19](=[O:21])[C:10]2=[CH:11][NH:12][C:13]3[CH:14]=[CH:15][CH:16]=[CH:17][C:18]=3[C:9]2=[N:8]1 |f:0.1|. Reported procedure: A mixture of ethyl 4-(2-thiazolylhydrazino)-quinoline-3-carboxylate hydrochloride (1.16 g) and 20 ml of n-butanol is heated under reflux for 5 hours, cooled to room temperature and filtered. The resulting solid is washed with ethanol and ether, and dried to yield 2-(2-thiazolyl)-pyrazolo[4,3-c]quinolin-3(5H)-one, m.p. over 350°; IR (KBr) 818, 840, 871, 891 cm-1.